From a dataset of the Open Reaction Database (ORD), a public repository of structured organic reaction records. describe an organic reaction: reactants, conditions, products, and yield Reactants: CCc1nnc(NC(=O)OCC(Cl)(Cl)Cl)o1, CS(C)=O, CCN(C(C)C)C(C)C, O, c1ccc(-c2nsc(N3CCNCC3)n2)cc1. Product: CCc1nnc(NC(=O)N2CCN(c3nc(-c4ccccc4)ns3)CC2)o1. As a reaction SMILES: [CH2:1]([CH3:2])[c:3]1[n:4][n:5][c:6]([NH:8][C:9]([O:10][CH2:11][C:12]([Cl:13])([Cl:14])[Cl:15])=[O:16])[o:7]1.[CH3:44][S:45](=[O:46])[CH3:47].[CH:34]([N:35]([CH:36]([CH3:37])[CH3:38])[CH2:39][CH3:40])([CH3:41])[CH3:42].[OH2:43].[c:17]1(-[c:23]2[n:24][s:25][c:26]([N:28]3[CH2:29][CH2:30][NH:31][CH2:32][CH2:33]3)[n:27]2)[cH:18][cH:19][cH:20][cH:21][cH:22]1>>[CH2:1]([CH3:2])[c:3]1[n:4][n:5][c:6]([NH:8][C:9](=[O:16])[N:31]2[CH2:30][CH2:29][N:28]([c:26]3[s:25][n:24][c:23](-[c:17]4[cH:18][cH:19][cH:20][cH:21][cH:22]4)[n:27]3)[CH2:33][CH2:32]2)[o:7]1.